Dataset: the Open Reaction Database (ORD), a public repository of structured organic reaction records. Task: describe an organic reaction: reactants, conditions, products, and yield Starting materials: C(CC)N(C1COC2=CC=CC(=C2C1)N)CCC (3-Dipropylamino-5-aminochroman), [N-]=[N+]=[N-].[Na+] (sodium azide). Run in O (water). Conditions: time 15 minute. Yields the product C(CC)N(C1COC2=CC=CC(=C2C1)N=[N+]=[N-])CCC (3-Dipropylamino-5-azidochroman). As a reaction SMILES: [CH2:1]([N:4]([CH2:16][CH2:17][CH3:18])[CH:5]1[CH2:14][C:13]2[C:8](=[CH:9][CH:10]=[CH:11][C:12]=2[NH2:15])[O:7][CH2:6]1)[CH2:2][CH3:3].[N-:19]=[N+:20]=[N-].[Na+]>O>[CH2:16]([N:4]([CH2:1][CH2:2][CH3:3])[CH:5]1[CH2:14][C:13]2[C:8](=[CH:9][CH:10]=[CH:11][C:12]=2[N:15]=[N+:19]=[N-:20])[O:7][CH2:6]1)[CH2:17][CH3:18] |f:1.2|. Procedure: 3-Dipropylamino-5-aminochroman (Example 14; 0.050 g, 0.20 mmol) was diazotized according to the procedure of Example 15. After stirring for 15 minutes, sodium azide (0.026 g, 0.4 mmol) in water (1.0 ml) was added. After stirring at 5° C. overnight the solution was worked-up and purified according to the procedure of Example 15 to give the title compound. Mp 167°-168° C. (oxalate). The reactants are S(=O)(Cl)Cl (Thionyl chloride), COC1=NC=CC=C1C(=O)O (2-methoxypyridine-3-carboxylic acid), C(Cl)(Cl)(Cl)Cl (carbon tetrachloride). Run at time 16 hour. Product: COC1=NC=CC=C1C(=O)OC (Methyl 2-Methoxypyridine-3-carboxylate). As a reaction SMILES: S(Cl)(Cl)=O.[CH3:5][O:6][C:7]1[C:12]([C:13]([OH:15])=[O:14])=[CH:11][CH:10]=[CH:9][N:8]=1.[C:16](Cl)(Cl)(Cl)Cl>>[CH3:5][O:6][C:7]1[C:12]([C:13]([O:15][CH3:16])=[O:14])=[CH:11][CH:10]=[CH:9][N:8]=1. Procedure details: Thionyl chloride (50 ml.) was added to 2-methoxypyridine-3-carboxylic acid (5 g.) in 50 ml. of carbon tetrachloride and the mixture refluxed for 2 hours. The reaction mixture was cooled, evaporated to solids and chased with multiple portions of fresh carbon tetrachloride. The resulting acid chloride hydrochloride was dissolved in excess methanol (50 ml.), stirred for 16 hours at room temperature, then evaporated an oil and taken up in chloroform. The chloroform solution was washed with two porti... Reactants: [N+](=O)([O-])C1=C(C(=O)OC)C=CC=C1CC(C)=O (methyl 2-nitro-3-(2-oxo-n-propyl)benzoate). The reagents and catalysts are [Pd] (Pd/C). The solvent is C1CCOC1 (THF). The product is CC=1NC2=C(C=CC=C2C1)C(=O)OC (methyl 2-methylindole-7-carboxylate). Isolated yield 85.5%. RXN SMILES: [N+:1]([C:4]1[C:13]([CH2:14][C:15](=O)[CH3:16])=[CH:12][CH:11]=[CH:10][C:5]=1[C:6]([O:8][CH3:9])=[O:7])([O-])=O>C1COCC1.[Pd]>[CH3:16][C:15]1[NH:1][C:4]2[C:13]([CH:14]=1)=[CH:12][CH:11]=[CH:10][C:5]=2[C:6]([O:8][CH3:9])=[O:7]. Reported procedure: A mixed solution of methyl 2-nitro-3-(2-oxo-n-propyl)benzoate (0.33 g) and 10% Pd/C (50% wet, 0.33 g) in THF (20 ml) was stirred under H2 atmosphere at room temperature for 2.5 hours. After removal of insoluble materials by filtration, the filtrate was concentrated to dryness. The residue was purified by column chromatography on silica gel to give methyl 2-methylindole-7-carboxylate as a pale yellow syrup (0.225 g). Starting materials: O=C(Cl)CCl, Cl, NC1CCC(O)CC1, [Na+], [OH-], O. Product: O=C(CCl)NC1CCC(O)CC1. As a reaction SMILES: [Cl:12][CH2:13][C:14](=[O:15])[Cl:16].[ClH:1].[NH2:2][CH:3]1[CH2:4][CH2:5][CH:6]([OH:9])[CH2:7][CH2:8]1.[Na+:11].[OH-:10].[OH2:17]>>[NH:2]([CH:3]1[CH2:4][CH2:5][CH:6]([OH:9])[CH2:7][CH2:8]1)[C:14]([CH2:13][Cl:12])=[O:15]. Reactants: C(C)(=O)O (acetic acid), COC=1C=C(C=CC1)C1C(NCCCC1)=O (Hexahydro-3-(3-methoxyphenyl)-2H-azepin-2-one), [H-].[Na+] (sodium hydride), CI (methyl iodide). Reaction SMILES: [CH3:1][O:2][C:3]1[CH:4]=[C:5]([CH:9]2[CH2:15][CH2:14][CH2:13][CH2:12][NH:11][C:10]2=[O:16])[CH:6]=[CH:7][CH:8]=1.[H-].[Na+].CI.[C:21](O)(=O)C>C1(C)C=CC=CC=1.O>[CH3:1][O:2][C:3]1[CH:4]=[C:5]([CH:9]2[CH:15]=[CH:14][CH:13]=[CH:12][N:11]([CH3:21])[C:10]2=[O:16])[CH:6]=[CH:7][CH:8]=1 |f:1.2|. Yields the product COC=1C=C(C=CC1)C1C(N(C=CC=C1)C)=O (3-(3-methoxyphenyl)-1-methyl-2H-azepin-2-one). The solvent is O (water), C1(=CC=CC=C1)C (toluene). Run at temperature 5 celsius. Procedure: Hexahydro-3-(3-methoxyphenyl)-2H-azepin-2-one (2.2 g) in dry toluene (40 ml) was added dropwise to a stirred suspension of sodium hydride (0.62 g, 0.015 mole of 50% dispension in oil, pre-washed with dry light petroleum (b.p. 40°-60°). After stirring and heating at 60° for 1 hour the reaction was cooled to 5° C. and methyl iodide (1.9 ml, 2.5 g, 0.02 mole) was added rapidly. After stirring at ambient temperature for 20 hours acetic acid and water were added. The aqueous layer was separated and w... Starting materials: [Al+3], CCOC(=O)C=Cc1cn(Cc2ccccc2)c2ccccc12, CCOCC, [H-], [H-], [H-], [H-], [Li+]. The product is OCC=Cc1cn(Cc2ccccc2)c2ccccc12. RXN SMILES: [Al+3:25].[CH2:1]([c:2]1[cH:3][cH:4][cH:5][cH:6][cH:7]1)[n:8]1[cH:9][c:10]([CH:17]=[CH:18][C:19](=[O:20])[O:21][CH2:22][CH3:23])[c:11]2[cH:12][cH:13][cH:14][cH:15][c:16]12.[CH3:30][CH2:31][O:32][CH2:33][CH3:34].[H-:24].[H-:27].[H-:28].[H-:29].[Li+:26]>>[CH2:1]([c:2]1[cH:3][cH:4][cH:5][cH:6][cH:7]1)[n:8]1[cH:9][c:10]([CH:17]=[CH:18][CH2:19][OH:20])[c:11]2[cH:12][cH:13][cH:14][cH:15][c:16]12. Starting materials: C(C)C1=C(OC[C@H](CNC(CO)=O)O)C(=CC(=C1)C1=NOC(=N1)C1=NC(=NC(=C1)C)NCC)C (N—((S)-3-{2-ethyl-4-[5-(2-ethylamino-6-methyl-pyrimidin-4-yl)-[1,2,4]oxadiazol-3-yl]-6-methyl-phenoxy}-2-hydroxy-propyl)-2-hydroxy-acetamide), C(C)N(C1=NC(=CC(=N1)C(=O)O)C)CC (2-diethylamino-6-methyl-pyrimidine-4-carboxylic acid), C(C)(=O)N (acetamide). Product: C(C)N(C1=NC(=CC(=N1)C1=NC(=NO1)C1=CC(=C(OCC(CNC(CO)=O)O)C(=C1)C)C)C)CC (rac-N-(3-{4-[5-(2-Diethylamino-6-methyl-pyrimidin-4-yl)-[1,2,4]oxadiazol-3-yl]-2,6-dimethyl-phenoxy}-2-hydroxy-propyl)-2-hydroxy-acetamide). RXN SMILES: [CH2:1]([C:3]1[CH:18]=[C:17]([C:19]2[N:23]=[C:22]([C:24]3[CH:29]=[C:28]([CH3:30])[N:27]=[C:26]([NH:31][CH2:32][CH3:33])[N:25]=3)[O:21][N:20]=2)[CH:16]=[C:15]([CH3:34])[C:4]=1[O:5][CH2:6][C@@H:7]([OH:14])[CH2:8][NH:9][C:10](=[O:13])[CH2:11][OH:12])C.[CH2:35](N(CC)C1N=C(C(O)=O)C=C(C)N=1)[CH3:36].C(N)(=O)C>>[CH2:32]([N:31]([CH2:35][CH3:36])[C:26]1[N:25]=[C:24]([C:22]2[O:21][N:20]=[C:19]([C:17]3[CH:16]=[C:15]([CH3:34])[C:4]([O:5][CH2:6][CH:7]([OH:14])[CH2:8][NH:9][C:10](=[O:13])[CH2:11][OH:12])=[C:3]([CH3:1])[CH:18]=3)[N:23]=2)[CH:29]=[C:28]([CH3:30])[N:27]=1)[CH3:33]. Reported procedure: rac-N-(3-{4-[5-(2-Diethylamino-6-methyl-pyrimidin-4-yl)-[1,2,4]oxadiazol-3-yl]-2,6-dimethyl-phenoxy}-2-hydroxy-propyl)-2-hydroxy-acetamide is prepared in analogy to N—((S)-3-{2-ethyl-4-[5-(2-ethylamino-6-methyl-pyrimidin-4-yl)-[1,2,4]oxadiazol-3-yl]-6-methyl-phenoxy}-2-hydroxy-propyl)-2-hydroxy-acetamide using 2-diethylamino-6-methyl-pyrimidine-4-carboxylic acid and 2-hydroxy-N-{2-hydroxy-3-(N-hydroxycarbamimidoyl)-2,6-dimethyl-phenoxy]-propyl}-acetamide; LC-MS: tR=1.01 min; [M+H]+=485.30. 1H NM...